The task is: describe an organic reaction: reactants, conditions, products, and yield. This data is from the Open Reaction Database (ORD), a public repository of structured organic reaction records. Starting materials: [C-]#N.C(C)[Al+]CC (diethyl-aluminum cyanide), C(C1=CC=CC=C1)C#N (benzyl cyanide), toluenic solution, [H-].C(C(C)C)[Al+]CC(C)C (diisobutylaluminum hydride), S(=O)(=O)([O-])[O-].[Na+].[Na+] (sodium sulfate). Run in C1(=CC=CC=C1)C (toluene), CO (methanol). Reaction conditions: temperature 0 celsius, time 3 hour. Yields the product NC(C#N)CC1=CC=CC=C1 (2-amino -3-phenyl-propionitrile). Yield: 65.0%. As a reaction SMILES: [CH2:1]([C:8]#[N:9])[C:2]1[CH:7]=[CH:6][CH:5]=[CH:4][CH:3]=1.[H-].C([Al+]CC(C)C)C(C)C.[C-:20]#[N:21].C([Al+]CC)C.S([O-])([O-])(=O)=O.[Na+].[Na+]>C1(C)C=CC=CC=1.CO>[NH2:9][CH:8]([CH2:1][C:2]1[CH:7]=[CH:6][CH:5]=[CH:4][CH:3]=1)[C:20]#[N:21] |f:1.2,3.4,5.6.7|. Procedure: 10 millimoles (1.17 g) of benzyl cyanide are dissolved in 0 ml of anhydrous toluene at 0° C., under an argon atmosphere. 15 millimoles of 1.5M toluenic solution of diisobutylaluminum hydride (10 ml) are added, dropwise, at this temperature. The temperature is maintained at 0° C. for one hour, then 13.7 ml (viz 1.5 eq) of diethyl-aluminum cyanide are added. The reaction mixture is stirred for 3 hours while the temperature reaches the room temperature. Then it is hydrolyzed with 10 ml of methanol,...